This data is from the Open Reaction Database (ORD), a public repository of structured organic reaction records. The task is: describe an organic reaction: reactants, conditions, products, and yield The reactants are FC(C1=NC=CC=C1CC1=CC=C(C=C1)N)(F)F (4-(2-trifluoromethyl-pyridinylmethyl)-phenylamine), ClC1=NC=CC(=C1)[N+](=O)[O-] (2-chloro-4-nitro-pyridine), FC(C1=NC=CC(=C1)CC1=CC=C(C=C1)N)(F)F (4-(2-trifluoromethyl-pyridin-4-ylmethyl)-phenylamine), C(C)OC(CC1=CC=C(C=C1)[N+](=O)[O-])=O (ethyl(4-nitrophenyl)acetate). Yields the product ClC1=NC=CC(=C1)CC1=CC=C(C=C1)N (4-(2-Chloro-pyridin-4-ylmethyl)-phenylamine). Reaction SMILES: FC(F)(F)C1C(CC2C=CC(N)=CC=2)=CC=CN=1.FC(F)(F)[C:21]1[CH:26]=[C:25]([CH2:27][C:28]2[CH:33]=[CH:32][C:31]([NH2:34])=[CH:30][CH:29]=2)[CH:24]=[CH:23][N:22]=1.C(OC(=O)CC1C=CC([N+]([O-])=O)=CC=1)C.[Cl:52]C1C=C([N+]([O-])=O)C=CN=1>>[Cl:52][C:21]1[CH:26]=[C:25]([CH2:27][C:28]2[CH:33]=[CH:32][C:31]([NH2:34])=[CH:30][CH:29]=2)[CH:24]=[CH:23][N:22]=1. Procedure: 4-(2-Chloro-pyridin-4-ylmethyl)-phenylamine was prepared by a method analogous to that described for 4-(2-trifluoromethyl-pyridinylmethyl)-phenylamine (Intermediate 2P), starting from ethyl(4-nitrophenyl)acetate and 2-chloro-4-nitro-pyridine. 1H NMR (CHCl3-d) δ 8.23 (dd, J=5.1, 0.5 Hz, 1H), 7.11 (m, 1H), 7.01 (m, 1H), 6.95 (m, 2H), 6.65 (m, 2H), 3.83 (s, 2H). Starting materials: CCNc1nc(O)nc(NC(C)C)n1, COCCOCCOC, FC(F)Cl, [K+], [OH-], O. The product is CCNc1nc(NC(C)C)nc(OC(F)F)n1. As a reaction SMILES: [CH2:1]([CH3:2])[NH:3][c:4]1[n:5][c:6]([NH:11][CH:12]([CH3:13])[CH3:14])[n:7][c:8]([OH:10])[n:9]1.[CH3:17][O:18][CH2:19][CH2:20][O:21][CH2:22][CH2:23][O:24][CH3:25].[Cl:26][CH:27]([F:28])[F:29].[K+:16].[OH-:15].[OH2:30]>>[CH2:1]([CH3:2])[NH:3][c:4]1[n:5][c:6]([NH:11][CH:12]([CH3:13])[CH3:14])[n:7][c:8]([O:10][CH:27]([F:28])[F:29])[n:9]1. Starting materials: [Li]CCCC, C1CCOC1, CCCCCC, COc1ccc2sccc2c1, O=C1CCn2cncc21. The product is COc1ccc2sc(C3(O)CCn4cncc43)cc2c1. Reaction SMILES: [CH2:18]([Li:19])[CH2:20][CH2:21][CH3:22].[CH2:32]1[O:33][CH2:34][CH2:35][CH2:36]1.[CH3:12][CH2:13][CH2:14][CH2:15][CH2:16][CH3:17].[CH3:1][O:2][c:3]1[cH:4][c:5]2[c:6]([s:7][cH:8][cH:9]2)[cH:10][cH:11]1.[cH:23]1[c:24]2[n:25]([cH:26][n:27]1)[CH2:28][CH2:29][C:30]2=[O:31]>>[CH3:1][O:2][c:3]1[cH:4][c:5]2[c:6]([s:7][c:8]([C:30]3([OH:31])[c:24]4[cH:23][n:27][cH:26][n:25]4[CH2:28][CH2:29]3)[cH:9]2)[cH:10][cH:11]1. Starting materials: C(C)(C)(C)OC(NC1(CCC1)C1=CC=C(C=C1)C1=C(OC2=CC=C(C=C2C1=O)F)C1=CC=CC=C1)=O ({1-[4-(6-fluoro-4-oxo-2-phenyl-4H-chromen-3-yl)-phenyl]-cyclobutyl}-carbamic acid tert-butyl ester), IC=1C(C=2C=CN3C(C2OC1C1=CC=CC=C1)=NN(C3=O)COCC[Si](C)(C)C)=O (7-iodo-8-phenyl-2-(2-trimethylsilanyl-ethoxymethyl)-2H-9-oxa-1,2,3a-triaza-cyclopenta[a]naphthalene-3,6-dione). The product is C(C)(C)(C)OC(NC1(CCC1)C1=CC=C(C=C1)C=1C(C=2C=CN3C(C2OC1C1=CC=CC=C1)=NN(C3=O)COCC[Si](C)(C)C)=O)=O ({1-(4-[3,6-Dioxo-8-phenyl-2-(2-trimethylsilanyl-ethoxymethyl)-2,6-dihydro-3H-9-oxa-1,2,3a-triaza-cyclopenta[a]naphthalen-7-yl]-phenyl}-cyclobutyl)-carbamic acid tert-butyl ester). Isolated yield 78.0%. As a reaction SMILES: [C:1]([O:5][C:6](=[O:36])[NH:7][C:8]1([C:12]2[CH:17]=[CH:16][C:15]([C:18]3[C:27](=[O:28])[C:26]4[C:21](=[CH:22]C=[C:24](F)[CH:25]=4)[O:20][C:19]=3[C:30]3[CH:35]=[CH:34][CH:33]=[CH:32][CH:31]=3)=[CH:14][CH:13]=2)[CH2:11][CH2:10][CH2:9]1)([CH3:4])([CH3:3])[CH3:2].IC1C(=O)C2C=C[N:43]3[C:56](=[O:57])[N:55]([CH2:58][O:59][CH2:60][CH2:61][Si:62]([CH3:65])([CH3:64])[CH3:63])[N:54]=C3C=2OC=1C1C=CC=CC=1>>[C:1]([O:5][C:6](=[O:36])[NH:7][C:8]1([C:12]2[CH:17]=[CH:16][C:15]([C:18]3[C:27](=[O:28])[C:26]4[CH:25]=[CH:24][N:43]5[C:56](=[O:57])[N:55]([CH2:58][O:59][CH2:60][CH2:61][Si:62]([CH3:65])([CH3:64])[CH3:63])[N:54]=[C:22]5[C:21]=4[O:20][C:19]=3[C:30]3[CH:35]=[CH:34][CH:33]=[CH:32][CH:31]=3)=[CH:14][CH:13]=2)[CH2:11][CH2:10][CH2:9]1)([CH3:4])([CH3:2])[CH3:3]. Procedure details: Following the procedure used to prepare {1-[4-(6-fluoro-4-oxo-2-phenyl-4H-chromen-3-yl)-phenyl]-cyclobutyl}-carbamic acid tert-butyl ester, 7-iodo-8-phenyl-2-(2-trimethylsilanyl-ethoxymethyl)-2H-9-oxa-1,2,3a-triaza-cyclopenta[a]naphthalene-3,6-dione was reacted to give the title compound as a pale yellow gum (24 mg, 78%). LCMS (Method A): RT=5.02 min, [M+H]+=655.